Task: describe an organic reaction: reactants, conditions, products, and yield. Dataset: the Open Reaction Database (ORD), a public repository of structured organic reaction records The reactants are CC(C)(C)OC(=O)Nc1ccccc1Br, ClC=CCCl, [H-], [Na+], CN(C)C=O. The product is CC(C)(C)OC(=O)N(CC=CCl)c1ccccc1Br. Reaction SMILES: [Br:1][c:2]1[c:3]([NH:4][C:5](=[O:6])[O:7][C:8]([CH3:9])([CH3:10])[CH3:11])[cH:12][cH:13][cH:14][cH:15]1.[Cl:18][CH:19]=[CH:20][CH2:21][Cl:22].[H-:17].[Na+:16].[O:23]=[CH:24][N:25]([CH3:26])[CH3:27]>>[Br:1][c:2]1[c:3]([N:4]([C:5](=[O:6])[O:7][C:8]([CH3:9])([CH3:10])[CH3:11])[CH2:21][CH:20]=[CH:19][Cl:18])[cH:12][cH:13][cH:14][cH:15]1. The solvent is CC(OCC)=O (EA). Procedure details: To a stirred solution of 1-nitropentane (1.0 g, 8.5 mmol) and trifluoroacetaldehyde ethyl hemiacetal (1.2 mL, 8.5 mL) was added potassium carbonate (K2CO3) (0.06 g, 0.43 mmol). The reaction mixture was heated at 60° C. under Ar for 3 h. The mixture was cooled to R.T., then taken up in EA (50 mL). The organic layer was washed with 1N HCl (2×10 mL), sat. NaCl (2×10 mL), dried (MgSO4), filtered and concentrated to give (2SR)-(3SR)-3-nitro-1,1,1-trifluoro-2-heptanol as a crude oil (1.7 g, 93%): 1H N... The product is [N+](=O)([O-])C(C(C(F)(F)F)O)CCCC ((2SR)-(3SR)-3-nitro-1,1,1-trifluoro-2-heptanol), crude oil. Reaction SMILES: [N+:1]([CH2:4][CH2:5][CH2:6][CH2:7][CH3:8])([O-:3])=[O:2].C([O:11][CH:12](O)[C:13]([F:16])([F:15])[F:14])C.C(=O)([O-])[O-].[K+].[K+]>CC(=O)OCC>[N+:1]([CH:4]([CH2:5][CH2:6][CH2:7][CH3:8])[CH:12]([OH:11])[C:13]([F:16])([F:15])[F:14])([O-:3])=[O:2] |f:2.3.4|. Reactants: [N+](=O)([O-])CCCCC (1-nitropentane), C(C)OC(C(F)(F)F)O (trifluoroacetaldehyde ethyl hemiacetal), C([O-])([O-])=O.[K+].[K+] (potassium carbonate). Run at temperature 60 celsius. The yield is 93.0%. Starting materials: CCCO, CCc1nc2c(N)nc3cc(Br)cnc3c2n1CC(C)(C)O, [Na+], [Na+], O=C([O-])[O-], CC(=O)[O-], CC(=O)[O-], O, [Pd+2], c1ccc(P(c2ccccc2)c2ccccc2)cc1, OB(O)c1cnc2ccccc2c1. Product: CCc1nc2c(N)nc3cc(-c4cnc5ccccc5c4)cnc3c2n1CC(C)(C)O. As a reaction SMILES: [CH2:61]([OH:62])[CH2:63][CH3:64].[NH2:1][c:2]1[n:3][c:4]2[cH:5][c:6]([Br:22])[cH:7][n:8][c:9]2[c:10]2[c:11]1[n:12][c:13]([CH2:20][CH3:21])[n:14]2[CH2:15][C:16]([CH3:17])([OH:18])[CH3:19].[Na+:55].[Na+:56].[O-:57][C:58](=[O:59])[O-:60].[O-:66][C:67]([CH3:68])=[O:69].[O-:70][C:71]([CH3:72])=[O:73].[OH2:74].[Pd+2:65].[c:36]1([P:37]([c:38]2[cH:39][cH:40][cH:41][cH:42][cH:43]2)[c:44]2[cH:45][cH:46][cH:47][cH:48][cH:49]2)[cH:50][cH:51][cH:52][cH:53][cH:54]1.[n:23]1[cH:24][c:25]([B:33]([OH:34])[OH:35])[cH:26][c:27]2[cH:28][cH:29][cH:30][cH:31][c:32]12>>[NH2:1][c:2]1[n:3][c:4]2[cH:5][c:6](-[c:25]3[cH:24][n:23][c:32]4[c:27]([cH:26]3)[cH:28][cH:29][cH:30][cH:31]4)[cH:7][n:8][c:9]2[c:10]2[c:11]1[n:12][c:13]([CH2:20][CH3:21])[n:14]2[CH2:15][C:16]([CH3:17])([OH:18])[CH3:19]. Reaction SMILES: Br[CH2:2][CH2:3][O:4][C:5]1[C:10]([O:11][CH2:12][CH2:13][CH:14]([C:16]2[CH:21]=[CH:20][C:19]([F:22])=[CH:18][CH:17]=2)[CH3:15])=[C:9]([O:23][CH3:24])[C:8]([Cl:25])=[C:7]([CH3:26])[C:6]=1[C:27](=[O:29])[CH3:28].[CH3:30][NH:31][CH3:32].C1COCC1>>[Cl:25][C:8]1[C:7]([CH3:26])=[C:6]([C:27](=[O:29])[CH3:28])[C:5]([O:4][CH2:3][CH2:2][N:31]([CH3:32])[CH3:30])=[C:10]([O:11][CH2:12][CH2:13][CH:14]([C:16]2[CH:21]=[CH:20][C:19]([F:22])=[CH:18][CH:17]=2)[CH3:15])[C:9]=1[O:23][CH3:24]. Procedure details: Example 8a (50 mg, 0.10 mmol) was reacted with 1.0 M solution of dimethylamine in THF (1 mL, 1 mmol) at 55° C. at for 24 h. The solvent was removed under vacuum and the crude mixture was suspended in Et2O (910 mL) and 2N HCl (10 mL). The ethereal layer was separated, dried over MgSO4 and evaporated to dryness. The isolated white solid was again suspended in mixture of Et2O and hexane (1/9) sonicated for 1 minute and solid was filtered and dried. The isolated solid was suspended in DCM and washed... The reactants are solution, CNC (dimethylamine), C1CCOC1 (THF), BrCCOC1=C(C(=C(C(=C1OCCC(C)C1=CC=C(C=C1)F)OC)Cl)C)C(C)=O (1-{2-(2-Bromo-ethoxy)-5-chloro-3-[3-(4-fluoro-phenyl)-butoxy]-4-methoxy-6-methyl-phenyl}-ethanone). Yields the product ClC=1C(=C(C(=C(C1OC)OCCC(C)C1=CC=C(C=C1)F)OCCN(C)C)C(C)=O)C (1-{3-Chloro-6-(2-dimethylamino-ethoxy)-5-[3-(4-fluoro-phenyl)-butoxy]-4-methoxy-2-methyl-phenyl}-ethanone). The yield is 56.0%. Reactants: ClC1=NC=CC(=N1)C1=C(N=C2N1C=CC=C2F)C=2C=C(C(=O)NC1=C(C=CC=C1F)F)C=CC2 (3-[3-(2-chloro-4-pyrimidinyl)-8-fluoroimidazo[1,2-a]pyridin-2-yl]-N-(2,6-difluorophenyl)benzamide), COC1=C(N)C=CC(=C1)N1CCC(CC1)N1CCN(CC1)S(=O)(=O)C (2-(methyloxy)-4-{4-[4-(methylsulfonyl)-1-piperazinyl]-1-piperidinyl}aniline), Cl (HCl), O1CCOCC1 (dioxane), C[O-].[Na+] (sodium methoxide), Teflon. The solvent is CO (MeOH), CCCCCC (hexane), FC(CO)(F)F (2,2,2-trifluoroethanol), C(Cl)Cl (DCM). Reaction conditions: temperature 175 celsius. The product is FC1=C(C(=CC=C1)F)NC(C1=CC(=CC=C1)C=1N=C2N(C=CC=C2F)C1C1=NC(=NC=C1)NC1=C(C=C(C=C1)N1CCC(CC1)N1CCN(CC1)S(=O)(=O)C)OC)=O (N-(2,6-difluorophenyl)-3-(8-fluoro-3-{2-[(2-(methyloxy)-4-{4-[4-(methylsulfonyl)-1-piperazinyl]-1-piperidinyl}phenyl)amino]-4-pyrimidinyl}imidazo[1,2-a]pyridin-2-yl)benzamide). The yield is 76.5%. Reaction SMILES: Cl[C:2]1[N:7]=[C:6]([C:8]2[N:12]3[CH:13]=[CH:14][CH:15]=[C:16]([F:17])[C:11]3=[N:10][C:9]=2[C:18]2[CH:19]=[C:20]([CH:32]=[CH:33][CH:34]=2)[C:21]([NH:23][C:24]2[C:29]([F:30])=[CH:28][CH:27]=[CH:26][C:25]=2[F:31])=[O:22])[CH:5]=[CH:4][N:3]=1.[CH3:35][O:36][C:37]1[CH:43]=[C:42]([N:44]2[CH2:49][CH2:48][CH:47]([N:50]3[CH2:55][CH2:54][N:53]([S:56]([CH3:59])(=[O:58])=[O:57])[CH2:52][CH2:51]3)[CH2:46][CH2:45]2)[CH:41]=[CH:40][C:38]=1[NH2:39].Cl.O1CCOCC1.C[O-].[Na+]>FC(F)(F)CO.CO.C(Cl)Cl.CCCCCC>[F:31][C:25]1[CH:26]=[CH:27][CH:28]=[C:29]([F:30])[C:24]=1[NH:23][C:21](=[O:22])[C:20]1[CH:32]=[CH:33][CH:34]=[C:18]([C:9]2[N:10]=[C:11]3[C:16]([F:17])=[CH:15][CH:14]=[CH:13][N:12]3[C:8]=2[C:6]2[CH:5]=[CH:4][N:3]=[C:2]([NH:39][C:38]3[CH:40]=[CH:41][C:42]([N:44]4[CH2:49][CH2:48][CH:47]([N:50]5[CH2:55][CH2:54][N:53]([S:56]([CH3:59])(=[O:58])=[O:57])[CH2:52][CH2:51]5)[CH2:46][CH2:45]4)=[CH:43][C:37]=3[O:36][CH3:35])[N:7]=2)[CH:19]=1 |f:4.5|. Procedure details: To 3-[3-(2-chloro-4-pyrimidinyl)-8-fluoroimidazo[1,2-a]pyridin-2-yl]-N-(2,6-difluoro-phenyl)benzamide (Example 188, step A) (80 mg, 0.17 mmol) and 2-(methyloxy)-4-{4-[4-(methylsulfonyl)-1-piperazinyl]-1-piperidinyl}aniline (Example 58, step B) (61 mg, 0.17 mmol) in 2,2,2-trifluoroethanol (0.80 mL) was added 4 M HCl in dioxane (84 μL, 0.33 mmol). The mixture was stirred and heated on a microwave at 175° C. for 35 min, then cooled to rt. The mixture was neutralized with 0.5M sodium methoxide in Me... Starting materials: [Na] (Sodium), C(C)OC(COC1=C(C=C(C=C1)CC=1C=NC=CC1)C(C)=O)=O (2-acetyl-4-(3-pyridylmethyl)phenoxyacetic acid ethyl ester). Run in C(C)O (ethanol), C(C)O (ethanol). Product: CC1=C(OC2=C1C=C(C=C2)CC=2C=NC=CC2)C(=O)O (3-methyl-5-(3-pyridylmethyl)benzofuran-2-carboxylic acid). The yield is 18.7%. As a reaction SMILES: [Na].C([O:4][C:5](=[O:24])[CH2:6][O:7][C:8]1[CH:13]=[CH:12][C:11]([CH2:14][C:15]2[CH:16]=[N:17][CH:18]=[CH:19][CH:20]=2)=[CH:10][C:9]=1[C:21](=O)[CH3:22])C>C(O)C>[CH3:22][C:21]1[C:9]2[CH:10]=[C:11]([CH2:14][C:15]3[CH:16]=[N:17][CH:18]=[CH:19][CH:20]=3)[CH:12]=[CH:13][C:8]=2[O:7][C:6]=1[C:5]([OH:4])=[O:24] |^1:0|. Procedure: Sodium (0.50 g.) was dissolved in ethanol (10 ml.) and a solution of 2-acetyl-4-(3-pyridylmethyl)phenoxyacetic acid ethyl ester (4.70 g.) in ethanol (15 ml.) was added. The mixture was heated under reflux for 3 hours and then evaporated. The residue was dissolved in water and the solution was washed several times with ether. The aqueous layer was acidified with glacial acetic acid to give a gummy solid which was filtered off, washed with water, dried and chromatographed on silica gel. Elution wi...